From a dataset of the Open Reaction Database (ORD), a public repository of structured organic reaction records. describe an organic reaction: reactants, conditions, products, and yield The reactants are CC(C)Oc1ccc(-c2nc(Br)ns2)cc1Cl, CCc1c(B2OC(C)(C)C(C)(C)O2)cccc1C1CCNCC1, CN(C)C=O, [K+], [K+], [K+], O, O=P([O-])([O-])[O-], c1ccc(P(c2ccccc2)(c2ccccc2)[Pd](P(c2ccccc2)(c2ccccc2)c2ccccc2)(P(c2ccccc2)(c2ccccc2)c2ccccc2)P(c2ccccc2)(c2ccccc2)c2ccccc2)cc1. Product: CCc1c(-c2nsc(-c3ccc(OC(C)C)c(Cl)c3)n2)cccc1C1CCNCC1. Reaction SMILES: [Br:1][c:2]1[n:3][s:4][c:5](-[c:7]2[cH:8][c:9]([Cl:17])[c:10]([O:13][CH:14]([CH3:15])[CH3:16])[cH:11][cH:12]2)[n:6]1.[CH2:18]([CH3:19])[c:20]1[c:21]([CH:35]2[CH2:36][CH2:37][NH:38][CH2:39][CH2:40]2)[cH:22][cH:23][cH:24][c:25]1[B:26]1[O:27][C:28]([CH3:29])([CH3:30])[C:31]([CH3:32])([CH3:33])[O:34]1.[CH3:49][N:50]([CH3:51])[CH:52]=[O:53].[K+:46].[K+:47].[K+:48].[OH2:54].[P:41]([O-:42])([O-:43])([O-:44])=[O:45].[cH:55]1[cH:56][cH:57][c:58]([P:59]([Pd:60]([P:61]([c:62]2[cH:63][cH:64][cH:65][cH:66][cH:67]2)([c:68]2[cH:69][cH:70][cH:71][cH:72][cH:73]2)[c:74]2[cH:75][cH:76][cH:77][cH:78][cH:79]2)([P:80]([c:81]2[cH:82][cH:83][cH:84][cH:85][cH:86]2)([c:87]2[cH:88][cH:89][cH:90][cH:91][cH:92]2)[c:93]2[cH:94][cH:95][cH:96][cH:97][cH:98]2)[P:99]([c:100]2[cH:101][cH:102][cH:103][cH:104][cH:105]2)([c:106]2[cH:107][cH:108][cH:109][cH:110][cH:111]2)[c:112]2[cH:113][cH:114][cH:115][cH:116][cH:117]2)([c:118]2[cH:119][cH:120][cH:121][cH:122][cH:123]2)[c:124]2[cH:125][cH:126][cH:127][cH:128][cH:129]2)[cH:130][cH:131]1>>[c:2]1(-[c:25]2[c:20]([CH2:18][CH3:19])[c:21]([CH:35]3[CH2:36][CH2:37][NH:38][CH2:39][CH2:40]3)[cH:22][cH:23][cH:24]2)[n:3][s:4][c:5](-[c:7]2[cH:8][c:9]([Cl:17])[c:10]([O:13][CH:14]([CH3:15])[CH3:16])[cH:11][cH:12]2)[n:6]1. The reactants are OC1CN(CCC1C1=CC=C(C=C1)OCCCOCC1=C(C=CC=C1)OC)C(=O)OC(C)(C)C (tert-butyl 3-hydroxy-4-{4-[3-(2-methoxybenzyloxy)propoxy]phenyl}piperidine-1-carboxylate), BrCC=1C=C(C(=O)OC)C=CC1 (methyl 3-(bromomethyl)benzoate). Product: COC1=C(COCCCOC2=CC=C(C=C2)C2C(CN(CC2)C(=O)OC(C)(C)C)OCC2=CC(=CC=C2)C(=O)OC)C=CC=C1 (tert-Butyl 4-{4-[3-(2-methoxybenzyloxy)propoxy]phenyl}-3-(3-methoxycarbonylbenzyloxy)piperidine-1-carboxylate). Reaction SMILES: [OH:1][CH:2]1[CH:7]([C:8]2[CH:13]=[CH:12][C:11]([O:14][CH2:15][CH2:16][CH2:17][O:18][CH2:19][C:20]3[CH:25]=[CH:24][CH:23]=[CH:22][C:21]=3[O:26][CH3:27])=[CH:10][CH:9]=2)[CH2:6][CH2:5][N:4]([C:28]([O:30][C:31]([CH3:34])([CH3:33])[CH3:32])=[O:29])[CH2:3]1.Br[CH2:36][C:37]1[CH:38]=[C:39]([CH:44]=[CH:45][CH:46]=1)[C:40]([O:42][CH3:43])=[O:41]>>[CH3:27][O:26][C:21]1[CH:22]=[CH:23][CH:24]=[CH:25][C:20]=1[CH2:19][O:18][CH2:17][CH2:16][CH2:15][O:14][C:11]1[CH:12]=[CH:13][C:8]([CH:7]2[CH2:6][CH2:5][N:4]([C:28]([O:30][C:31]([CH3:34])([CH3:33])[CH3:32])=[O:29])[CH2:3][CH:2]2[O:1][CH2:36][C:37]2[CH:46]=[CH:45][CH:44]=[C:39]([C:40]([O:42][CH3:43])=[O:41])[CH:38]=2)=[CH:9][CH:10]=1. Procedure details: Analogously to Method D, 2.08 g of tert-butyl 3-hydroxy-4-{4-[3-(2-methoxybenzyloxy)propoxy]phenyl}piperidine-1-carboxylate and 1.13 g of methyl 3-(bromomethyl)benzoate are used to obtain the title compound as a slightly yellowish oil. Rf=0.31 (1:2 EtOAc-heptane); Rt=6.06. The reactants are CO, CN(C)NC(=O)c1nc([N+](=O)[O-])cn1C. Yields the product CN(C)NC(=O)c1nc(N)cn1C. Reaction SMILES: [CH3:16][OH:17].[CH3:1][N:2]([CH3:3])[NH:4][C:5](=[O:6])[c:7]1[n:8]([CH3:15])[cH:9][c:10]([N+:12]([O-:13])=[O:14])[n:11]1>>[CH3:1][N:2]([CH3:3])[NH:4][C:5](=[O:6])[c:7]1[n:8]([CH3:15])[cH:9][c:10]([NH2:12])[n:11]1. The reactants are [N+](=O)([O-])C(=CC1=CC=CC=C1)C (2-nitro-1-phenyl-1-propene), [N+](=O)([O-])C([N+](=O)[O-])([N+](=O)[O-])[N+](=O)[O-] (tetranitromethane), CO (methanol), [Na] (sodium), CO (methanol). Conditions: time 1 hour. Product: [N+](=O)([O-])C(C(C1=CC=CC=C1)OC)(C)[N+](=O)[O-] (2,2-dinitro-1-methoxy-1-phenylpropane). RXN SMILES: [Na].[N+:2]([C:5]([CH3:13])=[CH:6][C:7]1[CH:12]=[CH:11][CH:10]=[CH:9][CH:8]=1)([O-:4])=[O:3].[N+:14](C([N+]([O-])=O)([N+]([O-])=O)[N+]([O-])=O)([O-:16])=[O:15].[CH3:27][OH:28]>>[N+:2]([C:5]([N+:14]([O-:16])=[O:15])([CH3:13])[CH:6]([O:28][CH3:27])[C:7]1[CH:12]=[CH:11][CH:10]=[CH:9][CH:8]=1)([O-:4])=[O:3] |^1:0|. Procedure details: 1.15 g (0.05 mol) of sodium metal dissolved in 75 ml of methanol was added dropwise with cooling (0°-10° C.) a solution of 4.0 g (0.025 mol) of 2-nitro-1-phenyl-1-propene and 4.9 g (0.025 mol) of tetranitromethane in 25 ml of methanol. The resulting solution was stirred at room temperature for 1 hour. The product was isolated and purified as described in Example 1 above, except that acidification prior to workup was omitted. Ultimately there was obtained 2.5 g (42%) of analytically pure, white c... The reactants are C(C1=CC=CC=C1)OC=1C=C(C=C(C1)C(F)(F)F)CC(=O)O ((3-benzyloxy-5-trifluoromethyl-phenyl)-acetic acid), Cl (HCl), CO (MeOH). Run in O1CCOCC1 (1,4-dioxane). Conditions: temperature 80 celsius, time 1 hour. Yields the product COC(CC1=CC(=CC(=C1)C(F)(F)F)OCC1=CC=CC=C1)=O ((3-Benzyloxy-5-trifluoromethyl-phenyl)-acetic acid methyl ester). RXN SMILES: [CH2:1]([O:8][C:9]1[CH:10]=[C:11]([CH2:19][C:20]([OH:22])=[O:21])[CH:12]=[C:13]([C:15]([F:18])([F:17])[F:16])[CH:14]=1)[C:2]1[CH:7]=[CH:6][CH:5]=[CH:4][CH:3]=1.Cl.[CH3:24]O>O1CCOCC1>[CH3:24][O:21][C:20](=[O:22])[CH2:19][C:11]1[CH:12]=[C:13]([C:15]([F:17])([F:18])[F:16])[CH:14]=[C:9]([O:8][CH2:1][C:2]2[CH:3]=[CH:4][CH:5]=[CH:6][CH:7]=2)[CH:10]=1. Reported procedure: To a solution of (3-benzyloxy-5-trifluoromethyl-phenyl)-acetic acid (1.5 g, 4.8 mmol) in MeOH (10 mL) was added 4N HCl in 1,4-dioxane (2 mL), and the reaction was stirred at 80° C. for 1 hour. The mixture was concentrated and purified by silica gel chromatography to give the title compound. As a reaction SMILES: [CH2:38]([CH:39]=[CH2:40])[Br:41].[CH3:3][N:4]([CH3:5])[CH:6]=[O:7].[Cl:8][c:9]1[c:10]([C:11](=[O:12])[O:13][C:14]([C:15](=[O:16])[O:17][CH2:18][CH3:19])([CH3:20])[CH3:21])[cH:22][c:23](-[n:26]2[c:27](=[O:37])[nH:28][c:29]([C:33]([F:34])([F:35])[F:36])[cH:30][c:31]2=[O:32])[cH:24][cH:25]1.[H-:1].[Na+:2].[OH2:42]>>[Cl:8][c:9]1[c:10]([C:11](=[O:12])[O:13][C:14]([C:15](=[O:16])[O:17][CH2:18][CH3:19])([CH3:20])[CH3:21])[cH:22][c:23](-[n:26]2[c:27](=[O:37])[n:28]([CH2:40][CH:39]=[CH2:38])[c:29]([C:33]([F:34])([F:35])[F:36])[cH:30][c:31]2=[O:32])[cH:24][cH:25]1. The reactants are C=CCBr, CN(C)C=O, CCOC(=O)C(C)(C)OC(=O)c1cc(-n2c(=O)cc(C(F)(F)F)[nH]c2=O)ccc1Cl, [H-], [Na+], O. Yields the product C=CCn1c(C(F)(F)F)cc(=O)n(-c2ccc(Cl)c(C(=O)OC(C)(C)C(=O)OCC)c2)c1=O.